This data is from the Open Reaction Database (ORD), a public repository of structured organic reaction records. The task is: describe an organic reaction: reactants, conditions, products, and yield Procedure details: Boc-Leu-OH (350 mg, 1.40 mmol) was combined with EDC (500 mg, 2.6 mmol), HOBt (250 mg, 1.6 mmol), and (2S)-2-amino-1-benzoxazol-2-yl-butan-1-ol hydrochloride (300 mg, 1.24 mmol). Dichloromethane (10 mL) was added and then 4-methylmorpholine (1 mL). The reaction mixture was stirred at ambient temperature for 2 h. After dilution with ethyl acetate (150 mL), the solution was washed with 1N aqueous HCl, water, saturated aqueous NaHCO3 solution and brine, dried with MgSO4 and evaporated under vacuum.... Reaction conditions: time 2 hour. As a reaction SMILES: [NH:1](C(OC(C)(C)C)=O)[C@H:2]([C:7](O)=[O:8])[CH2:3][CH:4]([CH3:6])[CH3:5].C(Cl)C[Cl:19].C1C=CC2N(O)N=NC=2C=1.Cl.[NH2:32][C@@H:33]([CH2:45][CH3:46])[CH:34]([C:36]1[O:37][C:38]2[CH:44]=[CH:43][CH:42]=[CH:41][C:39]=2[N:40]=1)[OH:35].CN1CCOCC1>ClCCl>[ClH:19].[O:37]1[C:38]2[CH:44]=[CH:43][CH:42]=[CH:41][C:39]=2[N:40]=[C:36]1[CH:34]([OH:35])[C@@H:33]([NH:32][C:7](=[O:8])[C@@H:2]([NH2:1])[CH2:3][CH:4]([CH3:6])[CH3:5])[CH2:45][CH3:46] |f:3.4,7.8|. Yield: 102.0%. Starting materials: N([C@@H](CC(C)C)C(=O)O)C(=O)OC(C)(C)C (Boc-Leu-OH), Cl.N[C@H](C(O)C=1OC2=C(N1)C=CC=C2)CC ((2S)-2-amino-1-benzoxazol-2-yl-butan-1-ol hydrochloride), CN1CCOCC1 (4-methylmorpholine), C(CCl)Cl (EDC), C=1C=CC2=C(C1)N=NN2O (HOBt). Product: Cl.O1C(=NC2=C1C=CC=C2)C([C@H](CC)NC([C@H](CC(C)C)N)=O)O ((S)-2-amino-4-methyl-pentanoic acid(S)-[1-(benzoxazol-2-yl-hydroxy-methyl)-propyl]-amide hydrochloride). Solvent: ClCCl (Dichloromethane).